The task is: describe an organic reaction: reactants, conditions, products, and yield. This data is from the Open Reaction Database (ORD), a public repository of structured organic reaction records. The reactants are C([O-])(O)=O.[Na+] (sodium bicarbonate), CC1=NC2=C(C=CC=C2C(=C1)Cl)C (2,8-dimethyl-4-chloro-quinoline), N1N=CN=C1 (1,2,4-triazole). The solvent is O (water), C(C)O (ethanol), O (water). Reaction conditions: time 2 hour. The product is N1(N=CN=C1)C1=CC(=NC2=C(C=CC=C12)C)C (4-(1H-1,2,4-triazole-1-yl)-2,8-dimethyl-quinoline). Yield: 88.1%. RXN SMILES: [CH3:1][C:2]1[CH:11]=[C:10](Cl)[C:9]2[C:4](=[C:5]([CH3:13])[CH:6]=[CH:7][CH:8]=2)[N:3]=1.[NH:14]1[CH:18]=[N:17][CH:16]=[N:15]1.C(=O)(O)[O-].[Na+]>C(O)C.O>[N:14]1([C:10]2[C:9]3[C:4](=[C:5]([CH3:13])[CH:6]=[CH:7][CH:8]=3)[N:3]=[C:2]([CH3:1])[CH:11]=2)[CH:18]=[N:17][CH:16]=[N:15]1 |f:2.3|. Reported procedure: A mixture of 1.91 g of 2,8-dimethyl-4-chloro-quinoline and 1.38 g of 1,2,4-triazole is melt at 120° C. and stirred for 2 hours. The solidified melt is dissolved in a mixture of ethanol and water. The solution is poured into a solution of 0.84 g of sodium bicarbonate and 20 ml of water. The precipitated product is filtered. Thus 1.97 g of the desired compound are obtained, yield 88%, m.p.: 99°-100° C. The reactants are CC=1C=C(C=CC1)N1C(C(=C(C1=O)C)C)=O (N-(3-methylphenyl)-dimethyl-maleimide), [BH4-].[Na+] (sodium borohydride), O (water). Run in CO (methanol). Yields the product CC=1C=C(C=CC1)N1C(C(=C(C1=O)C)C)O (N-(3'-methylphenyl)-3,4-dimethyl-2-hydroxy-5-oxo-2,5-dihydropyrrole). Isolated yield 9.2%. As a reaction SMILES: [CH3:1][C:2]1[CH:3]=[C:4]([N:8]2[C:12](=[O:13])[C:11]([CH3:14])=[C:10]([CH3:15])[C:9]2=[O:16])[CH:5]=[CH:6][CH:7]=1.[BH4-].[Na+].O>CO>[CH3:1][C:2]1[CH:3]=[C:4]([N:8]2[C:9](=[O:16])[C:10]([CH3:15])=[C:11]([CH3:14])[CH:12]2[OH:13])[CH:5]=[CH:6][CH:7]=1 |f:1.2|. Reported procedure: To 20 g (0.93 mole) of the resulting N-(3-methylphenyl)-dimethyl-maleimide in 180 ml of methanol is added at 20° 7.2 g (0.185 mole) of sodium borohydride in portions so small that the temperature does not exceed 40°. An intense evolution of gas is observed. The reaction mixture is initially a clear colourless solution, but soon becomes a white suspension, which is poured after one hour into water. The white substance which has precipitated out is filtered off, washed well with methanol and dried... Reaction SMILES: [CH3:26][CH2:27][O:28][C:29](=[O:30])[CH3:31].[F:1][c:2]1[c:3]([F:25])[cH:4][c:5]([F:24])[c:6]2[c:7]1[n:8][c:9]([CH2:11][c:12]1[cH:13][cH:14][c:15]([CH2:18][C:19](=[O:20])[O:21][CH2:22][CH3:23])[cH:16][cH:17]1)[s:10]2>>[F:1][c:2]1[c:3]([F:25])[cH:4][c:5]([F:24])[c:6]2[c:7]1[n:8][c:9]([CH2:11][c:12]1[cH:13][cH:14][c:15]([CH2:18][C:19](=[O:20])[OH:21])[cH:16][cH:17]1)[s:10]2. Yields the product O=C(O)Cc1ccc(Cc2nc3c(F)c(F)cc(F)c3s2)cc1. Reactants: CCOC(C)=O, CCOC(=O)Cc1ccc(Cc2nc3c(F)c(F)cc(F)c3s2)cc1. Reactants: CC(C)(C)O, CCOC(C)=O, CCOC(=O)Cc1cccc(OCC2CCCCC2)c1, [Na+], [OH-], O. The product is O=C(O)Cc1cccc(OCC2CCCCC2)c1. As a reaction SMILES: [C:23]([OH:24])([CH3:25])([CH3:26])[CH3:27].[CH3:29][CH2:30][O:31][C:32](=[O:33])[CH3:34].[CH:3]1([CH2:9][O:10][c:11]2[cH:12][c:13]([CH2:17][C:18](=[O:19])[O:20][CH2:21][CH3:22])[cH:14][cH:15][cH:16]2)[CH2:4][CH2:5][CH2:6][CH2:7][CH2:8]1.[Na+:2].[OH-:1].[OH2:28]>>[CH:3]1([CH2:9][O:10][c:11]2[cH:12][c:13]([CH2:17][C:18](=[O:19])[OH:20])[cH:14][cH:15][cH:16]2)[CH2:4][CH2:5][CH2:6][CH2:7][CH2:8]1. Reactants: FC(C(=O)O)(F)F (trifluoroacetic acid), C(C#C)OCCN1C=NC=2C(=NC=3C=CC=CC3C21)N (1-[2-(2-propynyloxy)ethyl]-1H-imidazo[4,5-c]quinolin-4-amine), C([O-])([O-])=O.[K+].[K+] (potassium carbonate), IC1=CC=CC=C1 (Iodobenzene). The reagents and catalysts are Cl[Pd]([P](C1=CC=CC=C1)(C2=CC=CC=C2)C3=CC=CC=C3)([P](C4=CC=CC=C4)(C5=CC=CC=C5)C6=CC=CC=C6)Cl (dichlorobis(triphenylphosphine)palladium(II)), [Cu]I (copper(I) iodide). The solvent is C(C)#N.O (acetonitrile water), CN(C=O)C (N,N-dimethylformamide). Reaction conditions: temperature 70 celsius, time 0.5 hour. Yields the product C1(=CC=CC=C1)C#CCOCCN1C=NC=2C(=NC=3C=CC=CC3C21)N (1-{2-[(3-phenyl-2-propynyl)oxy]ethyl}-1H-imidazo[4,5-c]quinolin-4-amine). Yield: 21.0%. Reaction SMILES: [CH2:1]([O:4][CH2:5][CH2:6][N:7]1[C:19]2[C:18]3[CH:17]=[CH:16][CH:15]=[CH:14][C:13]=3[N:12]=[C:11]([NH2:20])[C:10]=2[N:9]=[CH:8]1)[C:2]#[CH:3].C(=O)([O-])[O-].[K+].[K+].I[C:28]1[CH:33]=[CH:32][CH:31]=[CH:30][CH:29]=1.FC(F)(F)C(O)=O>Cl[Pd](Cl)([P](C1C=CC=CC=1)(C1C=CC=CC=1)C1C=CC=CC=1)[P](C1C=CC=CC=1)(C1C=CC=CC=1)C1C=CC=CC=1.[Cu]I.C(#N)C.O.CN(C)C=O>[C:28]1([C:3]#[C:2][CH2:1][O:4][CH2:5][CH2:6][N:7]2[C:19]3[C:18]4[CH:17]=[CH:16][CH:15]=[CH:14][C:13]=4[N:12]=[C:11]([NH2:20])[C:10]=3[N:9]=[CH:8]2)[CH:33]=[CH:32][CH:31]=[CH:30][CH:29]=1 |f:1.2.3,8.9,^1:43,62|. Reported procedure: Under a nitrogen atmosphere, a mixture of 1-[2-(2-propynyloxy)ethyl]-1H-imidazo[4,5-c]quinolin-4-amine (10 g, 37.6 mmol), anhydrous N,N-dimethylformamide (150 mL) and potassium carbonate (6.23 g, 45.1 mmol) was heated to 70° C. Iodobenzene (4.43 mL, 39.5 mmol), dichlorobis(triphenylphosphine)palladium(II) (0.53 g, 0.75 mol), and copper(I) iodide (0.29 g, 1.50 mmol) were added and the mixture was allowed to stir for 0.5 hour. The temperature was raised to about 85° C. After 1.5 hours analysis by ... Run at temperature 100 celsius. Starting materials: C(C)(C)(C)O[C@H](C(=O)OCC)C1=C(C2=C(N=C(S2)C2=CC(=NC=C2)Cl)C=C1C)C1=CC=C(C=C1)Cl ((S)-ethyl 2-tert-butoxy-2-(7-(4-chlorophenyl)-2-(2-chloropyridin-4-yl)-5-methylbenzo[d]thiazol-6-yl)acetate), CN1N=C(C2=CC=CC=C12)[Sn](C)(C)C (1-methyl-3-(trimethylstannyl)-1H-indazole). The reagents and catalysts are C=1C=CC(=CC1)[P](C=2C=CC=CC2)(C=3C=CC=CC3)[Pd]([P](C=4C=CC=CC4)(C=5C=CC=CC5)C=6C=CC=CC6)([P](C=7C=CC=CC7)(C=8C=CC=CC8)C=9C=CC=CC9)[P](C=1C=CC=CC1)(C=1C=CC=CC1)C=1C=CC=CC1 (Pd(PPh3)4), [Cu]I (CuI). As a reaction SMILES: [C:1]([O:5][C@@H:6]([C:12]1[C:27]([CH3:28])=[CH:26][C:15]2[N:16]=[C:17]([C:19]3[CH:24]=[CH:23][N:22]=[C:21](Cl)[CH:20]=3)[S:18][C:14]=2[C:13]=1[C:29]1[CH:34]=[CH:33][C:32]([Cl:35])=[CH:31][CH:30]=1)[C:7]([O:9][CH2:10][CH3:11])=[O:8])([CH3:4])([CH3:3])[CH3:2].[CH3:36][N:37]1[C:45]2[C:40](=[CH:41][CH:42]=[CH:43][CH:44]=2)[C:39]([Sn](C)(C)C)=[N:38]1>O1CCOCC1.C1C=CC([P]([Pd]([P](C2C=CC=CC=2)(C2C=CC=CC=2)C2C=CC=CC=2)([P](C2C=CC=CC=2)(C2C=CC=CC=2)C2C=CC=CC=2)[P](C2C=CC=CC=2)(C2C=CC=CC=2)C2C=CC=CC=2)(C2C=CC=CC=2)C2C=CC=CC=2)=CC=1.[Cu]I>[C:1]([O:5][C@@H:6]([C:12]1[C:27]([CH3:28])=[CH:26][C:15]2[N:16]=[C:17]([C:19]3[CH:24]=[CH:23][N:22]=[C:21]([C:39]4[C:40]5[C:45](=[CH:44][CH:43]=[CH:42][CH:41]=5)[N:37]([CH3:36])[N:38]=4)[CH:20]=3)[S:18][C:14]=2[C:13]=1[C:29]1[CH:34]=[CH:33][C:32]([Cl:35])=[CH:31][CH:30]=1)[C:7]([O:9][CH2:10][CH3:11])=[O:8])([CH3:3])([CH3:2])[CH3:4] |^1:59,61,80,99|. Product: C(C)(C)(C)O[C@H](C(=O)OCC)C1=C(C2=C(N=C(S2)C2=CC(=NC=C2)C2=NN(C3=CC=CC=C23)C)C=C1C)C1=CC=C(C=C1)Cl ((S)-ethyl 2-tert-butoxy-2-(7-(4-chlorophenyl)-5-methyl-2-(2-(1-methyl-1H-indazol-3-yl)pyridin-4-yl)benzo[d]thiazol-6-yl)acetate). Solvent: O1CCOCC1 (dioxane). Procedure: To a solution of (S)-ethyl 2-tert-butoxy-2-(7-(4-chlorophenyl)-2-(2-chloropyridin-4-yl)-5-methylbenzo[d]thiazol-6-yl)acetate (35.0 mg, 0.066 mmol) and 1-methyl-3-(trimethylstannyl)-1H-indazole (24.0 mg, 0.079 mmol) in dioxane (0.9 mL) was added Pd(PPh3)4 (4.0 mg, 3.03×10−3 mmol) and CuI (4.0 mg, 0.018 mmol). The reaction was degassed for 5 minutes with N2 and then heated at 100° C. overnight. After cooling, the reaction mixture was diluted with EtOAc, extracted with H2O, brine, dried over Na2SO4...